From a dataset of the Open Reaction Database (ORD), a public repository of structured organic reaction records. describe an organic reaction: reactants, conditions, products, and yield The reactants are CCOC(=O)c1nc(C#N)c2c(ccn2-c2ccc(F)cc2)c1OC(C)=O, CC#N, O=C1CCC(=O)N1Cl. The product is CCOC(=O)c1nc(C#N)c2c(c(Cl)cn2-c2ccc(F)cc2)c1OC(C)=O. As a reaction SMILES: [CH2:1]([CH3:2])[O:3][C:4](=[O:5])[c:6]1[c:7]([O:24][C:25]([CH3:26])=[O:27])[c:8]2[c:9]([c:10]([C:12]#[N:13])[n:11]1)[n:14](-[c:17]1[cH:18][cH:19][c:20]([F:23])[cH:21][cH:22]1)[cH:15][cH:16]2.[CH3:36][C:37]#[N:38].[Cl:28][N:29]1[C:30](=[O:31])[CH2:32][CH2:33][C:34]1=[O:35]>>[CH2:1]([CH3:2])[O:3][C:4](=[O:5])[c:6]1[c:7]([O:24][C:25]([CH3:26])=[O:27])[c:8]2[c:9]([c:10]([C:12]#[N:13])[n:11]1)[n:14](-[c:17]1[cH:18][cH:19][c:20]([F:23])[cH:21][cH:22]1)[cH:15][c:16]2[Cl:28]. The reactants are CCCCC(N)C(=O)OC(C)(C)C, Cl, CC(NC(=O)Cc1cc(F)cc(F)c1)C(=O)O. Product: CCCCC(NC(=O)C(C)NC(=O)Cc1cc(F)cc(F)c1)C(=O)OC(C)(C)C. As a reaction SMILES: [C:19]([CH3:20])([CH3:21])([CH3:22])[O:23][C:24]([CH:25]([NH2:26])[CH2:27][CH2:28][CH2:29][CH3:30])=[O:31].[ClH:18].[F:1][c:2]1[cH:3][c:4]([CH2:9][C:10](=[O:11])[NH:12][CH:13]([CH3:14])[C:15](=[O:16])[OH:17])[cH:5][c:6]([F:8])[cH:7]1>>[F:1][c:2]1[cH:3][c:4]([CH2:9][C:10](=[O:11])[NH:12][CH:13]([CH3:14])[C:15](=[O:17])[NH:26][CH:25]([C:24]([O:23][C:19]([CH3:20])([CH3:21])[CH3:22])=[O:31])[CH2:27][CH2:28][CH2:29][CH3:30])[cH:5][c:6]([F:8])[cH:7]1.